From a dataset of the Open Reaction Database (ORD), a public repository of structured organic reaction records. describe an organic reaction: reactants, conditions, products, and yield The yield is 82.7%. Product: FC=1C=C(C=CC1)C1(CCC1)N (1-(3-fluorophenyl)cyclobutanamine). Procedure: A stirred solution of 1-(3-fluorophenyl)cyclobutanecarbamic acid, benzyl ester (8.25 g, 27.6 mmol) and ammonium formate (5.04 g, 79.9 mmol) in methanol (120 mL) under N2 is cooled to 15° C. Ten percent palladium on carbon (1.5 g) is added portionwise over 10 minutes. The reaction mixture is stirred at 15° C. for 45 minutes, then filtered through a small pad of celite. The filter cake is washed with methanol. The filtrate is concentrated. The resulting white solid is partitioned between dichlorom... Reactants: FC=1C=C(C=CC1)C1(CCC1)NC(=O)OCC1=CC=CC=C1 (1-(3-fluorophenyl)cyclobutanecarbamic acid, benzyl ester), C(=O)[O-].[NH4+] (ammonium formate). Run at temperature 15 celsius, time 45 minute. Reagents/catalysts: [Pd] (palladium on carbon). As a reaction SMILES: [F:1][C:2]1[CH:3]=[C:4]([C:8]2([NH:12]C(OCC3C=CC=CC=3)=O)[CH2:11][CH2:10][CH2:9]2)[CH:5]=[CH:6][CH:7]=1.C([O-])=O.[NH4+]>CO.[Pd]>[F:1][C:2]1[CH:3]=[C:4]([C:8]2([NH2:12])[CH2:11][CH2:10][CH2:9]2)[CH:5]=[CH:6][CH:7]=1 |f:1.2|. The solvent is CO (methanol). Run in C1(=CC=CC=C1)C (toluene). Procedure: A toluene (5 ml) solution of the 4-(4-chlorophenylsulfonylmethyl)pyridine (70 mg, 0.261 mmol) obtained in Example 119, 3-dimethylamino-1-propanol (62 μl, 0.538 mmol) and cyanomethylenetri-n-butylphosphorane (129 mg, 0.538 mol) was heated under reflux for 3 days under an argon atmosphere. After cooling to room temperature, the reaction mixture was added with 3-dimethylamino-propan-1-ol (62 μl, 0.538 mmol) and cyanomethylenetri-n-butylphosphorane (129 mg, 0.538 mol), followed by heating under refl... Reactants: ClC1=CC=C(C=C1)S(=O)(=O)CC1=CC=NC=C1 (4-(4-Chlorophenylsulfonylmethyl)pyridine), CN(CCCO)C (3-dimethylamino-1-propanol), C(#N)C=P(CCCC)(CCCC)CCCC (cyanomethylenetri-n-butylphosphorane), CN(CCCO)C (3-dimethylamino-propan-1-ol), C(#N)C=P(CCCC)(CCCC)CCCC (cyanomethylenetri-n-butylphosphorane). RXN SMILES: [Cl:1][C:2]1[CH:7]=[CH:6][C:5]([S:8]([CH2:11][C:12]2[CH:17]=[CH:16][N:15]=[CH:14][CH:13]=2)(=[O:10])=[O:9])=[CH:4][CH:3]=1.[CH3:18][N:19]([CH3:24])[CH2:20][CH2:21][CH2:22]O.C(C=P(CCCC)(CCCC)CCCC)#N>C1(C)C=CC=CC=1>[Cl:1][C:2]1[CH:3]=[CH:4][C:5]([S:8]([CH:11]([C:12]2[CH:13]=[CH:14][N:15]=[CH:16][CH:17]=2)[CH2:22][CH2:21][CH2:20][N:19]([CH3:24])[CH3:18])(=[O:9])=[O:10])=[CH:6][CH:7]=1. Yields the product ClC1=CC=C(C=C1)S(=O)(=O)C(CCCN(C)C)C1=CC=NC=C1 (4-(4-Chlorophenylsulfonyl)-N,N-dimethyl-4-(pyridin-4-yl)butylamine). Isolated yield 47.8%. Starting materials: TIPS sodium sulfide, tetrakis triphenylphosphine palladium (0), C(#N)C1(CC=C(CC1)OS(=O)(=O)C(C(C(C(F)(F)F)(F)F)(F)F)(F)F)CC1CC1 (1,1,2,2,3,3,4,4,4-Nonafluorobutane-1-sulfonic acid 4-cyano-4-cyclopropylmethylcyclohex-1-enyl ester), C(C)(C)[Si](C(C)C)(C(C)C)S[Si](C(C)C)(C(C)C)C(C)C (triisopropylsilylsulfide), [H-].[Na+] (sodium hydride), ice. The solvent is C1(=CC=CC=C1)C (toluene), O1CCCC1 (tetrahydrofuran). Run at time 15 minute. Product: C1(CC1)CC1(CC=C(CC1)S[Si](C(C)C)(C(C)C)C(C)C)C#N (1-Cyclopropylmethyl-4-triisopropysilanyisulfanylcyclohex-3-enecarbonitrile). Yield: 100.1%. Reaction SMILES: C([Si]([S:11][Si:12]([CH:19]([CH3:21])[CH3:20])([CH:16]([CH3:18])[CH3:17])[CH:13]([CH3:15])[CH3:14])(C(C)C)C(C)C)(C)C.[H-].[Na+].[C:24]([C:26]1([CH2:49][CH:50]2[CH2:52][CH2:51]2)[CH2:31][CH2:30][C:29](OS(C(F)(F)C(F)(F)C(F)(F)C(F)(F)F)(=O)=O)=[CH:28][CH2:27]1)#[N:25]>O1CCCC1.C1(C)C=CC=CC=1>[CH:50]1([CH2:49][C:26]2([C:24]#[N:25])[CH2:31][CH2:30][C:29]([S:11][Si:12]([CH:13]([CH3:14])[CH3:15])([CH:16]([CH3:17])[CH3:18])[CH:19]([CH3:20])[CH3:21])=[CH:28][CH2:27]2)[CH2:52][CH2:51]1 |f:1.2|. Reported procedure: To a degassed, cooled (0° C.) solution of triisopropylsilylsulfide (11.1 g, 58.6 mmol) in tetrahydrofuran (60 ml) was added portionwise over 10 minutes sodium hydride (2.34 g, 60% dispersion in oil) and the mixture stirred until a clear solution formed. 1,1,2,2,3,3,4,4,4-Nonafluorobutane-1-sulfonic acid 4-cyano-4-cyclopropylmethylcyclohex-1-enyl ester (26.9 g, 58.6 mmol) was dissolved in anhydrous toluene (170 ml) and degassed for 30 minutes before addition of TIPS sodium sulfide solution and te... Starting materials: O (water), C(C1=CC=CC=C1)Br (benzyl bromide), C([O-])([O-])=O.[K+].[K+] (potassium carbonate), OC1=C(C=CC2=CC=CC=C12)O (1,2-Dihydroxynaphthalene). Run in C(C)(=O)OCC (ethyl acetate), CC(=O)C (acetone). Run at temperature 70 celsius, time 1 hour. Product: C(C1=CC=CC=C1)OC1=C(C=CC2=CC=CC=C12)O (1-(benzyloxy)naphthalen-2-ol). The yield is 18.9%. Reaction SMILES: [OH:1][C:2]1[C:11]2[C:6](=[CH:7][CH:8]=[CH:9][CH:10]=2)[CH:5]=[CH:4][C:3]=1[OH:12].[CH2:13](Br)[C:14]1[CH:19]=[CH:18][CH:17]=[CH:16][CH:15]=1.C(=O)([O-])[O-].[K+].[K+].O>CC(C)=O.C(OCC)(=O)C>[CH2:13]([O:1][C:2]1[C:11]2[C:6](=[CH:7][CH:8]=[CH:9][CH:10]=2)[CH:5]=[CH:4][C:3]=1[OH:12])[C:14]1[CH:19]=[CH:18][CH:17]=[CH:16][CH:15]=1 |f:2.3.4|. Procedure: 1,2-Dihydroxynaphthalene (70 mg) was dissolved in acetone (1 ml), the solution was added with benzyl bromide (74.7 mg) and potassium carbonate (72.5 mg), and the mixture was stirred at 70° C. for 1 hour. The reaction mixture was added with distilled water and ethyl acetate, the layers were separated, and the organic layer was dried over anhydrous magnesium sulfate, and filtered. The filtrate was concentrated under reduced pressure, and the resulting residue was purified by silica gel column chro... Reactants: [H-].[Na+] (sodium hydride), CN(C=O)C (dimethylformamide), ice water, N1(CCCCC1)CC=1C=C(C=CC1)O (3-(1-piperidinylmethyl)phenol), CN(C=O)C (dimethylformamide), BrCCCN1C(C=2C(C1=O)=CC=CC2)=O (N-bromopropylphthalimide). Yields the product N1(CCCCC1)CC=1C=C(OCCCNC(C=2C(C(=O)N)=CC=CC2)=O)C=CC1 (N-[3-[3-(1-piperidinylmethyl)phenoxy]propyl]phthalamide). As a reaction SMILES: [N:1]1([CH2:7][C:8]2[CH:9]=[C:10]([OH:14])[CH:11]=[CH:12][CH:13]=2)[CH2:6][CH2:5][CH2:4][CH2:3][CH2:2]1.[H-].[Na+].Br[CH2:18][CH2:19][CH2:20][N:21]1[C:25](=[O:26])[C:24]2=[CH:27][CH:28]=[CH:29][CH:30]=[C:23]2[C:22]1=[O:31].C[N:33](C)C=O>>[N:1]1([CH2:7][C:8]2[CH:9]=[C:10]([CH:11]=[CH:12][CH:13]=2)[O:14][CH2:18][CH2:19][CH2:20][NH:21][C:22](=[O:31])[C:23]2[C:24](=[CH:27][CH:28]=[CH:29][CH:30]=2)[C:25]([NH2:33])=[O:26])[CH2:6][CH2:5][CH2:4][CH2:3][CH2:2]1 |f:1.2|. Reported procedure: 15 g of 3-(1-piperidinylmethyl)phenol was dissolved in 80 ml of dry dimethylformamide. The solution was gradually added dropwise to a suspension of 3.14 g of 60% sodium hydride in 30 ml of dry dimethylformamide with stirring under ice cooling. After the addition, the mixture was stirred at room temperature for 20 minutes, and 21 g of N-bromopropylphthalimide was added. The mixture was reacted at room temperature for 1 hour, and ice water was added. The mixture was extracted with chloroform, wash...